From a dataset of the Open Reaction Database (ORD), a public repository of structured organic reaction records. describe an organic reaction: reactants, conditions, products, and yield Reactants: BrC=1C=C(C(=O)OC)C=C(C1)[N+](=O)[O-] (methyl 3-bromo-5-nitrobenzoate), [NH4+].[Cl-] (NH4Cl), C(C)O (ethanol). Reagents/catalysts: [Fe] (Fe). Run in C([O-])(O)=O.[Na+] (sodium bicarbonate). Conditions: temperature 90 celsius, time 1 hour. Product: NC=1C=C(C(=O)OCC)C=C(C1)Br (ethyl 3-amino-5-bromobenzoate). Isolated yield 99.1%. RXN SMILES: [Br:1][C:2]1[CH:3]=[C:4]([CH:9]=[C:10]([N+:12]([O-])=O)[CH:11]=1)[C:5]([O:7][CH3:8])=[O:6].[NH4+].[Cl-].[CH2:17](O)C>C(=O)(O)[O-].[Na+].[Fe]>[NH2:12][C:10]1[CH:9]=[C:4]([CH:3]=[C:2]([Br:1])[CH:11]=1)[C:5]([O:7][CH2:8][CH3:17])=[O:6] |f:1.2,4.5|. Procedure details: To a stirred solution of methyl 3-bromo-5-nitrobenzoate (17 g, 62.04 mmol) in ethanol (85 mL), was added NH4Cl solution (17 g in 85 mL water, 317.8 mmol) followed by Fe powder (27.82 g, 498.12 mmol). Resulting reaction mass was stirred at 90° C. for 1 h. On completion, reaction mass was filtered and filtrate concentrated till dryness to get solid which was dissolved in sat. sodium bicarbonate solution. Aqueous layer was extracted with ethyl acetate (3×50 mL). Combined organic layers were dried o... Starting materials: C(C)N1N=C(C(=C1)S(=O)(=O)Cl)C (1-ethyl-3-methyl-1H-pyrazole-4-sulfonylchloride), [OH-].[NH4+] (ammonium hydroxide), O (water). Solvent: O1CCCC1 (tetrahydrofuran). Run at time 1 hour. Yields the product C(C)N1N=C(C(=C1)S(=O)(=O)N)C (1-ethyl-3-methyl-1H-pyrazole-4-sulfonamide). The yield is 29.7%. Reaction SMILES: [CH2:1]([N:3]1[CH:7]=[C:6]([S:8](Cl)(=[O:10])=[O:9])[C:5]([CH3:12])=[N:4]1)[CH3:2].[OH-].[NH4+:14].O>O1CCCC1>[CH2:1]([N:3]1[CH:7]=[C:6]([S:8]([NH2:14])(=[O:10])=[O:9])[C:5]([CH3:12])=[N:4]1)[CH3:2] |f:1.2|. Reported procedure: To a solution of 1-ethyl-3-methyl-1H-pyrazole-4-sulfonylchloride (0.154 g, 0.73 mmol, Matrix Scientific) in tetrahydrofuran (10 mL) was added dropwise an aqueous solution of 30% ammonium hydroxide (0.20 mL, 1.7 mmol). The reaction mixture was stirred for 1 hour, water (2 mL) was added, and the solvent was concentrated under reduced pressure to precipitate a solid. The solid was isolated by filtration, rinsed with water, and dried to afford 41 mg of the title compound. 1H NMR (CDCl3) δ 7.80 (s, 1... The reactants are CC(=O)O, CCO, O=C1OCCN1Cc1ccc([N+](=O)[O-])cc1F, [Fe], [Na+], [OH-]. RXN SMILES: [CH3:18][C:19](=[O:20])[OH:21].[CH3:24][CH2:25][OH:26].[F:1][c:2]1[c:3]([CH2:4][N:5]2[C:6](=[O:10])[O:7][CH2:8][CH2:9]2)[cH:11][cH:12][c:13]([N+:15]([O-:16])=[O:17])[cH:14]1.[Fe:27].[Na+:23].[OH-:22]>>[F:1][c:2]1[c:3]([CH2:4][N:5]2[C:6](=[O:10])[O:7][CH2:8][CH2:9]2)[cH:11][cH:12][c:13]([NH2:15])[cH:14]1. Yields the product Nc1ccc(CN2CCOC2=O)c(F)c1.